Task: describe an organic reaction: reactants, conditions, products, and yield. Dataset: the Open Reaction Database (ORD), a public repository of structured organic reaction records The reactants are BrC1=C(C=C(C(=O)O)C=C1)S(=O)(=O)Cl (4-Bromo-3-chlorosulfonyl-benzoic acid), N1CCOCC1 (morpholine). Run in C(C)(=O)OCC (ethyl acetate). Run at time 2 hour. Product: BrC1=C(C=C(C(=O)O)C=C1)S(=O)(=O)N1CCOCC1 (4-Bromo-3-(morpholinosulfonyl)-benzoic acid). Yield: 88.0%. As a reaction SMILES: [Br:1][C:2]1[CH:10]=[CH:9][C:5]([C:6]([OH:8])=[O:7])=[CH:4][C:3]=1[S:11](Cl)(=[O:13])=[O:12].[NH:15]1[CH2:20][CH2:19][O:18][CH2:17][CH2:16]1>C(OCC)(=O)C>[Br:1][C:2]1[CH:10]=[CH:9][C:5]([C:6]([OH:8])=[O:7])=[CH:4][C:3]=1[S:11]([N:15]1[CH2:20][CH2:19][O:18][CH2:17][CH2:16]1)(=[O:13])=[O:12]. Procedure details: 4-Bromo-3-chlorosulfonyl-benzoic acid (2.2, 1.1 g) was dissolved in 20 mL of ethyl acetate and morpholine (Aa, 1.48 mL, 3 eq) was added. The mixture was stirred at room temperature for 2 hours, then extracted with 15 mL of 0.5M HCl. The organic layer was washed with H2O and brine and the solvent evaporated to yield 4-bromo-3-(morpholinosulfonyl)-benzoic acid (2.3.Aa) as an off-white powder (1.13 mg, 88% yield). MS analysis (m−1)=348. The reactants are BrCc1cccc(Br)n1, [Li]CCCC, CCCCCC, CC(C)NC(C)C, [Cl-], CCOC(=O)C1CCN(C(=O)OC(C)(C)C)CC1, [NH4+], C1CCOC1. Product: CCOC(=O)C1(Cc2cccc(Br)n2)CCN(C(=O)OC(C)(C)C)CC1. RXN SMILES: [Br:31][c:32]1[n:33][c:34]([CH2:38][Br:39])[cH:35][cH:36][cH:37]1.[CH2:8]([Li:9])[CH2:10][CH2:11][CH3:12].[CH3:47][CH2:48][CH2:49][CH2:50][CH2:51][CH3:52].[CH:1]([NH:2][CH:3]([CH3:4])[CH3:5])([CH3:6])[CH3:7].[Cl-:40].[N:13]1([C:24](=[O:25])[O:26][C:27]([CH3:28])([CH3:29])[CH3:30])[CH2:14][CH2:15][CH:16]([C:19](=[O:20])[O:21][CH2:22][CH3:23])[CH2:17][CH2:18]1.[NH4+:41].[O:42]1[CH2:43][CH2:44][CH2:45][CH2:46]1>>[N:13]1([C:24](=[O:25])[O:26][C:27]([CH3:28])([CH3:29])[CH3:30])[CH2:14][CH2:15][C:16]([C:19](=[O:20])[O:21][CH2:22][CH3:23])([CH2:38][c:34]2[n:33][c:32]([Br:31])[cH:37][cH:36][cH:35]2)[CH2:17][CH2:18]1. Starting materials: Cl (hydrochloric acid), [OH-].[Na+] (NaOH), [N+](=O)([O-])C=1C=C(C(C(=O)OCCCC)=CC1)C(=O)OCCCC (di-n-butyl 4-nitrophthalate), O (water). The reagents and catalysts are [Zn] (zinc), [Zn] (zinc). The solvent is C1=CC=CC=C1 (benzene). Conditions: time 15 minute. The product is NC=1C=C(C(C(=O)OCCCC)=CC1)C(=O)OCCCC (di-n-butyl 4-aminophthalate). Isolated yield 72.6%. As a reaction SMILES: [N+:1]([C:4]1[CH:5]=[C:6]([C:17]([O:19][CH2:20][CH2:21][CH2:22][CH3:23])=[O:18])[C:7](=[CH:15][CH:16]=1)[C:8]([O:10][CH2:11][CH2:12][CH2:13][CH3:14])=[O:9])([O-])=O.Cl.O.[OH-].[Na+]>C1C=CC=CC=1.[Zn]>[NH2:1][C:4]1[CH:5]=[C:6]([C:17]([O:19][CH2:20][CH2:21][CH2:22][CH3:23])=[O:18])[C:7](=[CH:15][CH:16]=1)[C:8]([O:10][CH2:11][CH2:12][CH2:13][CH3:14])=[O:9] |f:3.4|. Procedure: Compound 403 (1.5 g, 4.6 mmol) was dissolved in 230 ml of benzene and then 2.8 g of purified zinc dust was added. Concentrated hydrochloric acid (8.2 ml) was added in portions. After 15 minutes of stirring at room temperature, another 2.8 g of zinc dust was added and the mixture was stirred at room temperature for 12 hours. Then 280 ml of water was added to the reaction mixture and the mixture was neutralized with 1N NaOH solution. The mixture was transferred to a separatory funnel and the benze... The reactants are [I-].[Na+] (Sodium iodide), C([O-])([O-])=O.[Cs+].[Cs+] (cesium carbonate), Cl.ClCCCN1CCCCC1 (N-chloropropylpiperidine HCl salt), Cl.ClCCCN1CCCCC1 (N-chloropropylpiperidine HCl salt), C([O-])([O-])=O.[Cs+].[Cs+] (cesium carbonate), C1(=CC=CC=C1)N1C=NC2=C1C=CC(=C2)C2=CC(NC=C2)=O (4-(1-phenyl-1H-benzoimidazol-5-yl)-1H-pyridin-2-one). The solvent is CN(C)C=O (DMF). Run at temperature 40 celsius. Yields the product C1(=CC=CC=C1)N1C=NC2=C1C=CC(=C2)C2=CC(N(C=C2)CCCN2CCCCC2)=O (4-(1-phenyl-1H-benzoimidazol-5-yl)-1-(3-piperidin-1-yl-propyl)-1H-pyridin-2-one). As a reaction SMILES: [C:1]1([N:7]2[C:11]3[CH:12]=[CH:13][C:14]([C:16]4[CH:21]=[CH:20][NH:19][C:18](=[O:22])[CH:17]=4)=[CH:15][C:10]=3[N:9]=[CH:8]2)[CH:6]=[CH:5][CH:4]=[CH:3][CH:2]=1.[I-].[Na+].C(=O)([O-])[O-].[Cs+].[Cs+].Cl.Cl[CH2:33][CH2:34][CH2:35][N:36]1[CH2:41][CH2:40][CH2:39][CH2:38][CH2:37]1>CN(C=O)C>[C:1]1([N:7]2[C:11]3[CH:12]=[CH:13][C:14]([C:16]4[CH:21]=[CH:20][N:19]([CH2:33][CH2:34][CH2:35][N:36]5[CH2:41][CH2:40][CH2:39][CH2:38][CH2:37]5)[C:18](=[O:22])[CH:17]=4)=[CH:15][C:10]=3[N:9]=[CH:8]2)[CH:2]=[CH:3][CH:4]=[CH:5][CH:6]=1 |f:1.2,3.4.5,6.7|. Procedure: 4-(1-phenyl-1H-benzoimidazol-5-yl)-1H-pyridin-2-one (14) ##STR24## (4.57 g, 15.9 mmol) was dissolved in 30 mL anhydrous DMF under Ar. Sodium iodide (2.86 g, 19.1 mmol), cesium carbonate (11.9 g, 36.6 mmol) and N-chloropropylpiperidine HCl salt (3.78 g, 19.1 mmol) were added and the reaction was warmed to 40° C. After 3 days additional portions of N-chloropropylpiperidine HCl salt (1.9 g, 9.6 mmol) and cesium carbonate (6.0 g, 18 mmol) were added. After an addtional 16 h the bulk of the DMF was r... The reactants are O=Cc1ccc(Br)cc1, CC(=O)O[BH-](OC(C)=O)OC(C)=O, CC1CNCC(C)N1C(=O)OC(C)(C)C, [Na+], [Na+], O=C([O-])O. Yields the product CC1CN(Cc2ccc(Br)cc2)CC(C)N1C(=O)OC(C)(C)C. Reaction SMILES: [Br:1][c:2]1[cH:3][cH:4][c:5]([CH:6]=[O:7])[cH:8][cH:9]1.[C:25]([O:26][BH-:27]([O:28][C:29](=[O:30])[CH3:31])[O:32][C:33](=[O:34])[CH3:35])(=[O:36])[CH3:37].[CH3:10][CH:11]1[N:12]([C:18](=[O:19])[O:20][C:21]([CH3:22])([CH3:23])[CH3:24])[CH:13]([CH3:17])[CH2:14][NH:15][CH2:16]1.[Na+:38].[Na+:43].[O-:39][C:40]([OH:41])=[O:42]>>[Br:1][c:2]1[cH:3][cH:4][c:5]([CH2:6][N:15]2[CH2:14][CH:13]([CH3:17])[N:12]([C:18](=[O:19])[O:20][C:21]([CH3:22])([CH3:23])[CH3:24])[CH:11]([CH3:10])[CH2:16]2)[cH:8][cH:9]1.